This data is from the Open Reaction Database (ORD), a public repository of structured organic reaction records. The task is: describe an organic reaction: reactants, conditions, products, and yield Starting materials: OC1CN(CCC1(OC)OC)C(=O)OC(C)(C)C (tert-butyl 3-hydroxy-4,4-dimethoxypiperidine-1-carboxylate), [H-].[Na+] (sodium hydride), C1(=CC=C(C=C1)S(=O)(=O)OCCF)C (2-fluoroethyl p-toluenesulfonate). The solvent is CN(C)C=O (DMF). The product is FCCOC1CN(CCC1(OC)OC)C(=O)OC(C)(C)C (tert-Butyl 3-(2-fluoroethoxy)-4,4-dimethoxypiperidine-1-carboxylate). Yield: 97.7%. Reaction SMILES: [OH:1][CH:2]1[C:7]([O:10][CH3:11])([O:8][CH3:9])[CH2:6][CH2:5][N:4]([C:12]([O:14][C:15]([CH3:18])([CH3:17])[CH3:16])=[O:13])[CH2:3]1.[H-].[Na+].C1(C)C=CC(S(O[CH2:31][CH2:32][F:33])(=O)=O)=CC=1>CN(C=O)C>[F:33][CH2:32][CH2:31][O:1][CH:2]1[C:7]([O:8][CH3:9])([O:10][CH3:11])[CH2:6][CH2:5][N:4]([C:12]([O:14][C:15]([CH3:18])([CH3:17])[CH3:16])=[O:13])[CH2:3]1 |f:1.2|. Procedure details: The same operation as in Example (90a) was performed using tert-butyl 3-hydroxy-4,4-dimethoxypiperidine-1-carboxylate (6.2 g, 23.7 mmol), sodium hydride (55% content, 1.57 g, 36 mmol), 2-fluoroethyl p-toluenesulfonate (7.85 g, 46 mmol) and DMF (50 mL). The residue was purified by column chromatography (elution solvent: hexane/ethyl acetate=10/1, 4/1, 2/1) to obtain 7.12 g of the title compound as a colorless oily substance (98%). The reactants are BrC=1C(NC(NN1)=O)=O (6-bromo-1,2,4-triazine-3,5(2H,4H)-dione), C1(=CC=CC=C1)P(C1=CC=CC=C1)C1=CC=CC=C1 (triphenylphosphine), FC1(OC2=C(O1)C=CC(=C2)CO)F ((2,2-difluorobenzo[d][1,3]dioxol-5-yl)methanol), N(=NC(=O)OC(C)(C)C)C(=O)OC(C)(C)C (Di-tertbutyl azodicarboxylate). The solvent is C(Cl)Cl (CH2Cl2), O (water). Run at temperature 0 celsius. Yields the product BrC=1C(N(C(NN1)=O)CC1=CC2=C(OC(O2)(F)F)C=C1)=O (6-bromo-4-((2,2-difluorobenzo[d][1,3]dioxol-5-yl)methyl)-1,2,4-triazine-3,5(2H,4H)-dione). The yield is 20.4%. As a reaction SMILES: [Br:1][C:2]1[C:3](=[O:9])[NH:4][C:5](=[O:8])[NH:6][N:7]=1.C1(P(C2C=CC=CC=2)C2C=CC=CC=2)C=CC=CC=1.[F:29][C:30]1([F:41])[O:34][C:33]2[CH:35]=[CH:36][C:37]([CH2:39]O)=[CH:38][C:32]=2[O:31]1.N(C(OC(C)(C)C)=O)=NC(OC(C)(C)C)=O>O.C(Cl)Cl>[Br:1][C:2]1[C:3](=[O:9])[N:4]([CH2:39][C:37]2[CH:36]=[CH:35][C:33]3[O:34][C:30]([F:41])([F:29])[O:31][C:32]=3[CH:38]=2)[C:5](=[O:8])[NH:6][N:7]=1. Procedure: According to Scheme 2 Step 2: A mixture of 6-bromo-1,2,4-triazine-3,5(2H,4H)-dione 2(A) (943 mg, 4.91 mmol), CH2Cl2 (40 mL), triphenylphosphine (1.76 g, 6.69 mmol), (2,2-difluorobenzo[d][1,3]dioxol-5-yl)methanol (840 mg, 4.46 mmol) was stirred at 0° C. under nitrogen atmosphere. Di-tertbutyl azodicarboxylate (2.05 g, 8.93 mmol) was added portionwise and the mixture was stirred for 16 hours at room temperature. 200 mL of water were added and the aqueous layer was extracted thrice with 200 mL of D... Starting materials: C[Si](OCCOCI)(C)C (iodomethyl trimethylsilyloxyethyl ether), oil, [H-].[Na+] (sodium hydride), CC=1C=C(C=C(C1)C)SC1=C(N=C(N1)C)CC (5-(3,5-dimethylphenylthio)-ethyl-2-methylimidazole), CN(C=O)C (dimethylformamide). Conditions: time 5 minute. Yields the product CC=1C=C(C=C(C1)C)SC1=C(N=C(N1COC(C)O[Si](C)(C)C)C)CC (5-(3,5-dimethylphenylthio )-4-ethyl-2-methyl-1-trimethylsilyloxyethoxymethyl-imidazole). As a reaction SMILES: [CH3:1][C:2]1[CH:3]=[C:4]([S:9][C:10]2[NH:14][C:13]([CH3:15])=[N:12][C:11]=2[CH2:16][CH3:17])[CH:5]=[C:6]([CH3:8])[CH:7]=1.[H-].[Na+].[CH3:20][Si:21]([CH3:29])([CH3:28])[O:22][CH2:23][CH2:24]OCI.CN(C)[CH:32]=[O:33]>>[CH3:1][C:2]1[CH:3]=[C:4]([S:9][C:10]2[N:14]([CH2:32][O:33][CH:23]([O:22][Si:21]([CH3:20])([CH3:28])[CH3:29])[CH3:24])[C:13]([CH3:15])=[N:12][C:11]=2[CH2:16][CH3:17])[CH:5]=[C:6]([CH3:8])[CH:7]=1 |f:1.2|. Reported procedure: To a solution of 500 mg of 5-(3,5-dimethylphenylthio)-ethyl-2-methylimidazole (2 mmol) in 5 ml of dry dimethylformamide is added 120 mg of 60% oil suspension of sodium hydride (3 mmol) under ice cooling and allowed to stand for 5 minutes. After the addition of 820 mg of iodomethyl trimethylsilyloxyethyl ether (3 mmol) [Tetrahydron Letters, No. 35, pp. 3263-3264, 1979],the mixture is allowed to stand for 15 minutes, when it is poured onto ice water and extracted with ethyl ether. The extract is w... Reactants: OOS(=O)[O-].[K+] (OXONE), S1C=NC2=C1C=C(C=C2)NC2=NC=CC(=N2)C=2C(=NNC2)C2=CC(=C(C=C2)Cl)OC (benzothiazol-6-yl-{4-[3-(4-chloro-3-methoxy-phenyl)-1H-pyrazol-4-yl]-pyrimidin-2-yl}-amine). Run in O (water), CO (methanol), O (water). Conditions: time 8 hour. Yields the product ClC1=C(C=C(C=C1)C1=NNC=C1C1=NC(=NC=C1)NC1=CC2=C(N=CS2=O)C=C1)OC ({4-[3-(4-Chloro-3-methoxy-phenyl)-1H-pyrazol-4-yl]-pyrimidin-2-yl}-(1-oxo-benzothiazol-6-yl)-amine). RXN SMILES: OO[S:3]([O-:5])=O.[K+].S1[C:11]2[CH:12]=[C:13]([NH:16][C:17]3[N:22]=[C:21]([C:23]4[C:24]([C:28]5[CH:33]=[CH:32][C:31]([Cl:34])=[C:30]([O:35][CH3:36])[CH:29]=5)=[N:25][NH:26][CH:27]=4)[CH:20]=[CH:19][N:18]=3)[CH:14]=[CH:15][C:10]=2[N:9]=[CH:8]1>O.CO>[Cl:34][C:31]1[CH:32]=[CH:33][C:28]([C:24]2[C:23]([C:21]3[CH:20]=[CH:19][N:18]=[C:17]([NH:16][C:13]4[CH:14]=[CH:15][C:10]5[N:9]=[CH:8][S:3](=[O:5])[C:11]=5[CH:12]=4)[N:22]=3)=[CH:27][NH:26][N:25]=2)=[CH:29][C:30]=1[O:35][CH3:36] |f:0.1|. Procedure details: A solution of OXONE (=KHSO5; 141.4 mg, 0.23 mmoles) in water (2 mL) is added dropwise to a suspension of benzothiazol-6-yl-{4-[3-(4-chloro-3-methoxy-phenyl)-1H-pyrazol-4-yl]-pyrimidin-2-yl}-amine (Example 44) (20 mg, 0.046 mmoles) in methanol (2 mL) at rt. After stirring overnight at rt the suspension is diluted with water upon which the suspension turns to a clear yellow solution. The reaction mixture is extracted with ethyl acetate. The combined organic phases are dried over sodium sulfate, co... Reactants: CC(=C)C=CC (2-methyl-penta-1,3-diene), CC1(CCC=CC1=O)C (6,6-dimethyl-cyclohex-2-en-1-one). Yields the product CC1(C(C2C(C=C(CC2CC1)C)C)=O)C (3,4,4a,5,8,8a-hexahydro-2,2,6,8-tetramethyl-1(2H)-naphthalenone). RXN SMILES: [CH3:1][C:2]([CH:4]=[CH:5][CH3:6])=[CH2:3].[CH3:7][C:8]1([CH3:15])[C:13](=[O:14])[CH:12]=[CH:11][CH2:10][CH2:9]1>>[CH3:7][C:8]1([CH3:15])[CH2:9][CH2:10][CH:11]2[CH:12]([CH:5]([CH3:6])[CH:4]=[C:2]([CH3:3])[CH2:1]2)[C:13]1=[O:14]. Procedure: adding 2-methyl-penta-1,3-diene to 6,6-dimethyl-cyclohex-2-en-1-one under the conditions of a Diels-Alder type reaction to give 3,4,4a,5,8,8a-hexahydro-2,2,6,8-tetramethyl-1(2H)-naphthalenone, and Starting materials: ICCCCCC (1-iodo-n-hexane), [H-].[Na+] (Sodium hydride), C(C)(=O)C=1C=C2C(CC(NC2=CC1)=O)(C)C (6-acetyl-4,4-dimethyl-3,4-dihydro-1H-quinolin-2-one), C(C)(=O)C=1C=C2C(CC(NC2=CC1)=O)(C)C (6-acetyl-4,4-dimethyl-3,4-dihydro-1H-quinolin-2-one). Solvent: CN(C)C=O (DMF). Conditions: temperature 0 celsius, time 10 minute. The product is C(CCCCC)N1C(CC(C2=CC(=CC=C12)C(C)=O)(C)C)=O (N-Hexyl-6-acetyl-4,4-dimethyl-3,4-dihydro-1H-quinolin-2-one). Yield: 0.3%. RXN SMILES: [H-].[Na+].[C:3]([C:6]1[CH:7]=[C:8]2[C:13](=[CH:14][CH:15]=1)[NH:12][C:11](=[O:16])[CH2:10][C:9]2([CH3:18])[CH3:17])(=[O:5])[CH3:4].I[CH2:20][CH2:21][CH2:22][CH2:23][CH2:24][CH3:25]>CN(C=O)C>[CH2:20]([N:12]1[C:13]2[C:8](=[CH:7][C:6]([C:3](=[O:5])[CH3:4])=[CH:15][CH:14]=2)[C:9]([CH3:18])([CH3:17])[CH2:10][C:11]1=[O:16])[CH2:21][CH2:22][CH2:23][CH2:24][CH3:25] |f:0.1|. Reported procedure: Sodium hydride (21 mg, 90 mmol) was slowly added into a solution of 6-acetyl-4,4-dimethyl-3,4-dihydro-1H-quinolin-2-one (Intermediate 5, 98 mg, 45 mmol) in 3 mL of DMF at 0° C. After stirring at 0° C. for 10 min, 1-iodo-n-hexane (29 mg, 135 mmol) was added to the reaction mixture and the ice-bath was removed. The reaction was allowed to stir for 2 h before quenching with ice water. The resulting solution was then extracted with ether (3×10 mL), washed with brine (1×10 mL), dried (MgSO4) and conc...